Dataset: the Open Reaction Database (ORD), a public repository of structured organic reaction records. Task: describe an organic reaction: reactants, conditions, products, and yield The reactants are ClC=1C=C(C(=O)OO)C=CC1 (3-chloroperoxybenzoic acid), FC1=C(C=CC(=C1)F)[C@@](CN1N=CN=C1)([C@H](C=C)C)O ((2R*,3S*)-2-(2,4-difluorophenyl)-3-methyl-1-(1H-1,2,4-triazol-1-yl)-4-penten-2-ol). The solvent is C(C)(=O)OCC (ethyl acetate), C(Cl)Cl (methylene chloride). Reaction conditions: time 8 hour. Product: FC1=C(C=CC(=C1)F)[C@@](CN1N=CN=C1)([C@H]([C@H]1CO1)C)O ((2R*,3S*,4S*)-2-(2,4-Difluorophenyl)-4,5-epoxy-3-methyl-1-(1H-1,2,4-triazol-1-yl)-2-pentanol). Reaction SMILES: ClC1C=C(C=CC=1)C(OO)=[O:6].[F:12][C:13]1[CH:18]=[C:17]([F:19])[CH:16]=[CH:15][C:14]=1[C@:20]([OH:31])([C@@H:27]([CH3:30])[CH:28]=[CH2:29])[CH2:21][N:22]1[CH:26]=[N:25][CH:24]=[N:23]1>C(Cl)Cl.C(OCC)(=O)C>[F:12][C:13]1[CH:18]=[C:17]([F:19])[CH:16]=[CH:15][C:14]=1[C@:20]([OH:31])([C@@H:27]([CH3:30])[C@@H:28]1[O:6][CH2:29]1)[CH2:21][N:22]1[CH:26]=[N:25][CH:24]=[N:23]1. Procedure details: 1.360 g (6.19 mmole) of 3-chloroperoxybenzoic acid of 80% purity) were added at 0° C. to a solution of 960 mg (3.44 mmole) of (2R*,3S*)-2-(2,4-difluorophenyl)-3-methyl-1-(1H-1,2,4-triazol-1-yl)-4-penten-2-ol (which was synthesized following the procedure disclosed in Japanese Patent Provisional Publication No. Sho 60-36468) in 30 ml of methylene chloride. Five minutes after the addition, the reaction mixture was stirred, and this stirring was continued overnight at room temperature. The reaction... The reactants are COC([C@H](CSC(C1=CC=CC=C1)(C1=CC=CC=C1)C1=CC=CC=C1)NC(C(CC)NC(=O)C=1C2=C(C=NC1)N(N=C2)C2=CC=C(C=C2)F)=O)=O ((R)-2-(2-{[1-(4-fluorophenyl)-1H-pyrazolo[3,4-c]pyridine-4-carbonyl]-amino}-butyrylamino)-3-tritylsulfanyl-propionic acid methyl ester), solution. Reagents/catalysts: Cl[Ti](Cl)(Cl)Cl (TiCl4). Solvent: C(Cl)Cl (CH2Cl2), C(Cl)Cl (CH2Cl2). Conditions: time 2 hour. The product is COC(=O)[C@H]1N=C(SC1)C(CC)NC(=O)C=1C2=C(C=NC1)N(N=C2)C2=CC=C(C=C2)F ((R)-2-(1-{[1-(4-fluorophenyl)-1H-pyrazolo[3,4-c]pyridine-4-carbonyl]-amino}-propyl)-4,5-dihydro-thiazole-4-carboxylic acid methyl ester). As a reaction SMILES: [CH3:1][O:2][C:3](=[O:51])[C@@H:4]([NH:26][C:27](=O)[CH:28]([NH:31][C:32]([C:34]1[C:35]2[CH:42]=[N:41][N:40]([C:43]3[CH:48]=[CH:47][C:46]([F:49])=[CH:45][CH:44]=3)[C:36]=2[CH:37]=[N:38][CH:39]=1)=[O:33])[CH2:29][CH3:30])[CH2:5][S:6]C(C1C=CC=CC=1)(C1C=CC=CC=1)C1C=CC=CC=1>C(Cl)Cl.Cl[Ti](Cl)(Cl)Cl>[CH3:1][O:2][C:3]([C@@H:4]1[CH2:5][S:6][C:27]([CH:28]([NH:31][C:32]([C:34]2[C:35]3[CH:42]=[N:41][N:40]([C:43]4[CH:44]=[CH:45][C:46]([F:49])=[CH:47][CH:48]=4)[C:36]=3[CH:37]=[N:38][CH:39]=2)=[O:33])[CH2:29][CH3:30])=[N:26]1)=[O:51]. Procedure: To a solution of (R)-2-(2-{[1-(4-fluorophenyl)-1H-pyrazolo[3,4-c]pyridine-4-carbonyl]-amino}-butyrylamino)-3-tritylsulfanyl-propionic acid methyl ester (0.560 g, 0.798 mmol) in CH2Cl2 (24.0 mL) was added a 1 M solution of TiCl4 (2.40 mL, 2.40 mmol) in CH2Cl2. After 2 hours, the resulting mixture was quenched with saturated aqueous sodium bicarbonate (10 mL). The aqueous layer was separated and extracted with CH2Cl2 (2×10 mL). The combined organic layers were washed with brine (10 mL), dried over... The reactants are Cl (hydrochloric acid), C(C)N1N=C(C=C1O)C (2-ethyl-5-methyl-2H-pyrazol-3-ol), [OH-].[Ca+2].[OH-] (calcium hydroxide), C(C1=CC=CC=C1)(=O)Cl (benzoyl chloride). Solvent: O1CCOCC1 (1,4-dioxane), O (water). Run at temperature 110 celsius, time 3.5 hour. Yields the product C(C)N1N=C(C(=C1O)C(=O)C1=CC=CC=C1)C ((1-ethyl-5-hydroxy-3-methyl-1H-pyrazol-4-yl)-phenyl-methanone). Reaction SMILES: [CH2:1]([N:3]1[C:7]([OH:8])=[CH:6][C:5]([CH3:9])=[N:4]1)[CH3:2].[OH-].[Ca+2].[OH-].[C:13](Cl)(=[O:20])[C:14]1[CH:19]=[CH:18][CH:17]=[CH:16][CH:15]=1.Cl>O1CCOCC1.O>[CH2:1]([N:3]1[C:7]([OH:8])=[C:6]([C:13]([C:14]2[CH:19]=[CH:18][CH:17]=[CH:16][CH:15]=2)=[O:20])[C:5]([CH3:9])=[N:4]1)[CH3:2] |f:1.2.3|. Procedure details: A suspension of 1.4 g of 2-ethyl-5-methyl-2H-pyrazol-3-ol, 1.6 g of calcium hydroxide and 1.3 ml of benzoyl chloride in 70 ml of 1,4-dioxane was stirred at 110° C. for 3.5 h. 1 ml of water was added and the mixture was stirred at 110° C. for 2 h. 25 ml of 2N hydrochloric acid was added. The mixture was stirred at room temperature for 16 h and extracted three times with 60 ml of ethyl acetate. The combined extracts were dried over magnesium sulphate, filtered and evaporated to give 3.1 g of (1-et... Starting materials: CC(=O)Cl, ClCCl, Cl[Al](Cl)Cl, Cc1ccc(Cl)cc1. Product: CC(=O)c1cc(C)ccc1Cl. RXN SMILES: [CH3:1][C:2]([Cl:3])=[O:4].[Cl:17][CH2:18][Cl:19].[Cl:5][Al:6]([Cl:7])[Cl:8].[Cl:9][c:10]1[cH:11][cH:12][c:13]([CH3:16])[cH:14][cH:15]1>>[CH3:1][C:2](=[O:4])[c:11]1[c:10]([Cl:9])[cH:15][cH:14][c:13]([CH3:16])[cH:12]1. The reactants are C1(=CC=CC=C1)N=C=O (phenylisocyanate), NC1=NC(=C(C(N1)=O)CC1=CC=C(C=C1)C1=C(C=CC=C1)C(=O)OC)CCCC (2-amino-6-butyl-5-[(2'-methoxycarbonylbiphenyl-4-yl) -methyl]pyrimidin-4-one). Solvent: CN(C)C=O (DMF). Reaction conditions: time 30 minute. Product: C(CCC)C1=C(C(NC(=N1)NC(=O)NC1=CC=CC=C1)=O)CC1=CC=C(C=C1)C1=C(C=CC=C1)C(=O)OC (6-Butyl-5-[(2'-methoxycarbonylbiphenyl-4-yl)methyl]-2-phenylaminocarbonylaminopyrimidin-4-one). Isolated yield 56.2%. Reaction SMILES: [C:1]1([N:7]=[C:8]=[O:9])[CH:6]=[CH:5][CH:4]=[CH:3][CH:2]=1.[NH2:10][C:11]1[NH:16][C:15](=[O:17])[C:14]([CH2:18][C:19]2[CH:24]=[CH:23][C:22]([C:25]3[CH:30]=[CH:29][CH:28]=[CH:27][C:26]=3[C:31]([O:33][CH3:34])=[O:32])=[CH:21][CH:20]=2)=[C:13]([CH2:35][CH2:36][CH2:37][CH3:38])[N:12]=1>CN(C=O)C>[CH2:35]([C:13]1[N:12]=[C:11]([NH:10][C:8]([NH:7][C:1]2[CH:6]=[CH:5][CH:4]=[CH:3][CH:2]=2)=[O:9])[NH:16][C:15](=[O:17])[C:14]=1[CH2:18][C:19]1[CH:24]=[CH:23][C:22]([C:25]2[CH:30]=[CH:29][CH:28]=[CH:27][C:26]=2[C:31]([O:33][CH3:34])=[O:32])=[CH:21][CH:20]=1)[CH2:36][CH2:37][CH3:38]. Procedure details: 0.27 g of phenylisocyanate were added to a solution containing 0.3 g of 2-amino-6-butyl-5-[(2'-methoxycarbonylbiphenyl-4-yl) -methyl]pyrimidin-4-one in ml of dry DMF at 0° C. After stirring at room temperature for 30 minutes the mixture was evaporated to dryness and the residue was crystallized from DMF; 0.22 g of a white solid was obtained (yield 56%, m.p. 217°-219° C.). The reactants are CCCCCCCCC=CCCCCCCCC(=O)Cl, CC(=O)OCC(C)(C)C(OC(C)=O)C(=O)NCCC(=O)Nc1ccc(O)cc1. The product is CCCCCCCCC=CCCCCCCCC(=O)Oc1ccc(NC(=O)CCNC(=O)C(OC(C)=O)C(C)(C)COC(C)=O)cc1. Reaction SMILES: [C:29]([CH2:30][CH2:31][CH2:32][CH2:33][CH2:34][CH2:35][CH2:36][CH:37]=[CH:38][CH2:39][CH2:40][CH2:41][CH2:42][CH2:43][CH2:44][CH2:45][CH3:46])(=[O:47])[Cl:48].[OH:1][c:2]1[cH:3][cH:4][c:5]([NH:8][C:9]([CH2:10][CH2:11][NH:12][C:13]([CH:14]([C:15]([CH2:16][O:17][C:18]([CH3:19])=[O:20])([CH3:21])[CH3:22])[O:23][C:24]([CH3:25])=[O:26])=[O:27])=[O:28])[cH:6][cH:7]1>>[O:1]([c:2]1[cH:3][cH:4][c:5]([NH:8][C:9]([CH2:10][CH2:11][NH:12][C:13]([CH:14]([C:15]([CH2:16][O:17][C:18]([CH3:19])=[O:20])([CH3:21])[CH3:22])[O:23][C:24]([CH3:25])=[O:26])=[O:27])=[O:28])[cH:6][cH:7]1)[C:29]([CH2:30][CH2:31][CH2:32][CH2:33][CH2:34][CH2:35][CH2:36][CH:37]=[CH:38][CH2:39][CH2:40][CH2:41][CH2:42][CH2:43][CH2:44][CH2:45][CH3:46])=[O:47]. Procedure details: A solution of cyclopentylacetic acid (0.24 ml) and 1,1'-carbonyldiimidazole (0.34 g) in methylene chloride (3 ml) was heated under reflux for 30 minutes and then treated with a solution of ester (B) (0.5 g) in methylene chloride (3 ml). The mixture was heated under reflux for 30 minutes, stirred at room temperature for 24 hours, and then diluted with ethyl acetate. This organic solution was washed sequentially with 10% v/v hydrochloric acid, water, and brine, dried (MgSO4) and evaporated. The re... Yields the product C1(CCCC1)CC(=O)NC1=CC=C2C=CN(C2=C1)CC1=C(C=C(C(=O)OC)C=C1)OC (methyl 4-[6-(2-cyclopentylacetamido)indol-1-ylmethyl]-3-methoxybenzoate). Reaction SMILES: [CH:1]1([CH2:6][C:7]([OH:9])=O)[CH2:5][CH2:4][CH2:3][CH2:2]1.C(N1C=CN=C1)(N1C=CN=C1)=O.[NH2:22][C:23]1[CH:31]=[C:30]2[C:26]([CH:27]=[CH:28][N:29]2[CH2:32][C:33]2[CH:42]=[CH:41][C:36]([C:37]([O:39][CH3:40])=[O:38])=[CH:35][C:34]=2[O:43][CH3:44])=[CH:25][CH:24]=1>C(Cl)Cl.C(OCC)(=O)C>[CH:1]1([CH2:6][C:7]([NH:22][C:23]2[CH:31]=[C:30]3[C:26]([CH:27]=[CH:28][N:29]3[CH2:32][C:33]3[CH:42]=[CH:41][C:36]([C:37]([O:39][CH3:40])=[O:38])=[CH:35][C:34]=3[O:43][CH3:44])=[CH:25][CH:24]=2)=[O:9])[CH2:2][CH2:3][CH2:4][CH2:5]1. Run at time 24 hour. The reactants are C1(CCCC1)CC(=O)O (cyclopentylacetic acid), C(=O)(N1C=NC=C1)N1C=NC=C1 (1,1'-carbonyldiimidazole), NC1=CC=C2C=CN(C2=C1)CC1=C(C=C(C(=O)OC)C=C1)OC (methyl 4-(6-aminoindol-1-ylmethyl)-3-methoxybenzoate). The solvent is C(Cl)Cl (methylene chloride), C(Cl)Cl (methylene chloride), C(C)(=O)OCC (ethyl acetate). Starting materials: COB(OC)OC (trimethylborate), C(CCC)[Li] (butyllithium), CCCCCC (hexane), C(C1=CC=CC=C1)OC1=C(C=C(C=C1F)Br)F (4-benzyloxy-3,5-difluoro-bromobenzene). Product: C(C1=CC=CC=C1)OC1=C(C=CC=C1)[Li] (benzyloxyphenyllithium). Run at time 30 minute. RXN SMILES: [CH2:1]([O:8][C:9]1[C:14](F)=[CH:13][C:12](Br)=[CH:11][C:10]=1F)[C:2]1[CH:7]=[CH:6][CH:5]=[CH:4][CH:3]=1.C([Li:22])CCC.CCCCCC.COB(OC)OC>CCOCC>[CH2:1]([O:8][C:9]1[CH:14]=[CH:13][CH:12]=[CH:11][C:10]=1[Li:22])[C:2]1[CH:7]=[CH:6][CH:5]=[CH:4][CH:3]=1. Procedure: A stirred solution of 4-benzyloxy-3,5-difluoro-bromobenzene (9.87 g, 0.033 mole) in ether (100 ml) under an atmosphere of argon was cooled to less than -70° C. in a dry ice-acetone bath. To this solution was slowly added a solution of butyllithium in hexane (1.5M, 22 ml, 0.033 moles). Stirring was continued for 30 minutes after the addition was complete. In a separate apparatus, a stirred solution of trimethylborate (3.1 g, 0.033 mole) in ether (50 ml) under an atmosphere of argon was cooled to ... Solvent: CCOCC (ether), CCOCC (ether). The reactants are CCN(CC)C(=O)c1ccc2c(c1)Oc1ccccc1C2=C1CC2CCC(C1)N2, CCO, C[Si](C)(C)I, ClC(Cl)Cl. Product: CCN(CC)C(=O)c1ccc2c(c1)Oc1ccccc1C2C1CC2CCC(C1)N2. Reaction SMILES: [CH2:1]([CH3:2])[N:3]([C:4](=[O:5])[c:6]1[cH:7][cH:8][c:9]2[c:18]([cH:19]1)[O:17][c:16]1[c:11]([cH:12][cH:13][cH:14][cH:15]1)[C:10]2=[C:20]1[CH2:21][CH:22]2[CH2:23][CH2:24][CH:25]([CH2:26]1)[NH:27]2)[CH2:28][CH3:29].[CH3:30][CH2:31][OH:32].[CH3:33][Si:34]([I:35])([CH3:36])[CH3:37].[CH:38]([Cl:39])([Cl:40])[Cl:41]>>[CH2:1]([CH3:2])[N:3]([C:4](=[O:5])[c:6]1[cH:7][cH:8][c:9]2[c:18]([cH:19]1)[O:17][c:16]1[c:11]([cH:12][cH:13][cH:14][cH:15]1)[CH:10]2[CH:20]1[CH2:21][CH:22]2[CH2:23][CH2:24][CH:25]([CH2:26]1)[NH:27]2)[CH2:28][CH3:29]. Starting materials: CN(C)C=O, O=C=Nc1ccc(Cl)cc1, CCOC(=O)C=C(C)N, O. Yields the product CCOC(=O)C(C(=O)Nc1ccc(Cl)cc1)=C(C)N. Reaction SMILES: [CH3:21][N:22]([CH3:23])[CH:24]=[O:25].[Cl:10][c:11]1[cH:12][cH:13][c:14]([N:17]=[C:18]=[O:19])[cH:15][cH:16]1.[NH2:1][C:2](=[CH:3][C:4](=[O:5])[O:6][CH2:7][CH3:8])[CH3:9].[OH2:20]>>[NH2:1][C:2](=[C:3]([C:4](=[O:5])[O:6][CH2:7][CH3:8])[C:18]([NH:17][c:14]1[cH:13][cH:12][c:11]([Cl:10])[cH:16][cH:15]1)=[O:19])[CH3:9].